From a dataset of the Open Reaction Database (ORD), a public repository of structured organic reaction records. describe an organic reaction: reactants, conditions, products, and yield Reactants: 123.6, SC=1N(C(=CN1)C(=O)OC)C(C1=NC=CC=C1)C1=CC=CC=C1 (methyl 2-mercapto-1-[phenyl(2-pyridinyl)methyl]-1H-imidazole-5-carboxylate), N(=O)[O-].[Na+] (sodium nitrite), [N+](=O)(O)[O-] (nitric acid), [OH-].[Na+] (sodium hydroxide). The solvent is O (water), O (water). Conditions: time 2 hour. Product: 37.2, C1(=CC=CC=C1)C(N1C=NC=C1C(=O)OC)C1=NC=CC=C1 (methyl 1-[phenyl(2-pyridinyl)methyl]-1H-imidazole-5-carboxylate). The yield is 33.3%. As a reaction SMILES: S[C:2]1[N:3]([CH:11]([C:18]2[CH:23]=[CH:22][CH:21]=[CH:20][CH:19]=2)[C:12]2[CH:17]=[CH:16][CH:15]=[CH:14][N:13]=2)[C:4]([C:7]([O:9][CH3:10])=[O:8])=[CH:5][N:6]=1.N([O-])=O.[Na+].[N+]([O-])(O)=O.[OH-].[Na+]>O>[C:18]1([CH:11]([C:12]2[CH:17]=[CH:16][CH:15]=[CH:14][N:13]=2)[N:3]2[C:4]([C:7]([O:9][CH3:10])=[O:8])=[CH:5][N:6]=[CH:2]2)[CH:19]=[CH:20][CH:21]=[CH:22][CH:23]=1 |f:1.2,4.5|. Reported procedure: A mixture of 123.6 parts of methyl 2-mercapto-1-[phenyl(2-pyridinyl)methyl]-1H-imidazole-5-carboxylate, 0.2 parts of sodium nitrite, 219 parts of nitric acid and 440 parts of water was stirred for 2 hours at room temperature. The reaction mixture was poured into water and the whole was treated with a sodium hydroxide solution (on an ice bath). The product was extracted with dichloromethane. The extract was dried, filtered and evaporated. The residue was crystallized twice: first from 2-propanone...